The task is: describe an organic reaction: reactants, conditions, products, and yield. This data is from the Open Reaction Database (ORD), a public repository of structured organic reaction records. Starting materials: OCCN1C(C2C(C1=O)CC=CC2)=O (N-(2-Hydroxyethyl)-1,2,3,6-tetrahydrophthalimide), C(C1C(C(=O)OCC(C)C)CC=CC1)(=O)OCC(C)C (diisobutyl 1,2,3,6-tetrahydrophthalate). Reagents/catalysts: [O-]CCCC.[O-]CCCC.[O-]CCCC.[O-]CCCC.[Ti+4] (Titanium tetrabutoxide). Solvent: O (water). Run at temperature 230 celsius, time 24 hour. The product is C(C1C(C(=O)OCCN2C(C3C(C2=O)CC=CC3)=O)CC=CC1)(=O)OCCN1C(C3C(C1=O)CC=CC3)=O (bis[2-(1,2,3,6-tetrahydrophthalimido)ethyl] 1,2,3,6-tetrahydrophthalate). The yield is 101.0%. RXN SMILES: [OH:1][CH2:2][CH2:3][N:4]1[C:8](=[O:9])[CH:7]2[CH2:10][CH:11]=[CH:12][CH2:13][CH:6]2[C:5]1=[O:14].[C:15]([O:30]CC(C)C)(=O)[CH:16]1[CH2:28][CH:27]=[CH:26][CH2:25][CH:17]1[C:18]([O:20][CH2:21][CH:22](C)C)=[O:19]>[O-]CCCC.[O-]CCCC.[O-]CCCC.[O-]CCCC.[Ti+4].O>[C:18]([O:20][CH2:21][CH2:22][N:4]1[C:5](=[O:14])[CH:6]2[CH2:13][CH:12]=[CH:11][CH2:10][CH:7]2[C:8]1=[O:9])(=[O:19])[CH:17]1[CH2:25][CH:26]=[CH:27][CH2:28][CH:16]1[C:15]([O:1][CH2:2][CH2:3][N:4]1[C:8](=[O:9])[CH:7]2[CH2:10][CH:11]=[CH:12][CH2:13][CH:6]2[C:5]1=[O:14])=[O:30] |f:2.3.4.5.6|. Reported procedure: N-(2-Hydroxyethyl)-1,2,3,6-tetrahydrophthalimide (195.2 g, 1 mol) was dissolved in diisobutyl 1,2,3,6-tetrahydrophthalate (141.2 g, 0.5 mol). The mixture was kept at 150° C. under vacuum to eliminate any traces of water. Titanium tetrabutoxide (1.7 g) was added under atmospheric pressure and the transesterification reaction was carried out distilling off the isobutyl alcohol formed. As the reaction proceeded the temperature was increased stepwise to 230° C. and the pressure was lowered to 20 Tor... Reactants: C1(=CC=CC=C1)C=1OC=CC1 (2-Phenylfuran), C(CCC)[Li] (Butyl lithium), Cl (hydrochloric acid), N1C(=O)NC(=O)C(=O)C1=O (alloxan). The solvent is CCCCCC (hexane), O1CCCC1 (tetrahydrofuran), O1CCCC1 (tetrahydrofuran). Yields the product OC1(C(NC(NC1=O)=O)=O)C=1OC(=CC1)C1=CC=CC=C1 (5-hydroxy-5-(5 -phenyl-2-furyl)-2,4,6(1H,3H,5H)pyrimidinetrione). Yield: 82.1%. As a reaction SMILES: [C:1]1([C:7]2[O:8][CH:9]=[CH:10][CH:11]=2)[CH:6]=[CH:5][CH:4]=[CH:3][CH:2]=1.C([Li])CCC.[NH:17]1[C:25](=[O:26])[C:23](=[O:24])[C:21](=[O:22])[NH:20][C:18]1=[O:19].Cl>CCCCCC.O1CCCC1>[OH:24][C:23]1([C:9]2[O:8][C:7]([C:1]3[CH:2]=[CH:3][CH:4]=[CH:5][CH:6]=3)=[CH:11][CH:10]=2)[C:21](=[O:22])[NH:20][C:18](=[O:19])[NH:17][C:25]1=[O:26]. Procedure details: 2-Phenylfuran (5.76 g., 40 mmoles) was combined with 100 ml. of tetrahydrofuran and cooled to -30° C. Butyl lithium in hexane (2.3 M, 19.1 ml.) was added dropwise over 5 minutes, keeping the temperature between -20° and -30° C. The reaction mixture was allowed to warm to room temperature and then recooled to -30° C. Sublimed alloxan (5.96 g., 42 mmoles) in 40 ml. of tetrahydrofuran was added over 5 minutes, again keeping the temperature -20° to -30° C. The reaction mixture was again allowed to w... The reactants are Cc1ccc(S(=O)(=O)O)cc1, CC(=O)OC(C)=O, CO, CCO, COC(=O)C1CCC2C3CCC4CC(O)CCC4(C)C3C(NC3CCCCC3)CC12C, ClC(Cl)Cl, [Na+], O=C([O-])O, O. Yields the product COC(=O)C1CCC2C3CCC4CC(OC(C)=O)CCC4(C)C3C(NC3CCCCC3)CC12C. RXN SMILES: [CH3:32][c:33]1[cH:34][cH:35][c:36]([S:37]([OH:38])(=[O:39])=[O:40])[cH:41][cH:42]1.[CH3:43][C:44](=[O:45])[O:46][C:47](=[O:48])[CH3:49].[CH3:50][OH:51].[CH3:56][CH2:57][OH:58].[CH:1]1([NH:7][CH:8]2[CH:9]3[C:10]4([CH3:31])[CH2:11][CH2:12][CH:13]([OH:30])[CH2:14][CH:15]4[CH2:16][CH2:17][CH:18]3[CH:19]3[CH2:20][CH2:21][CH:22]([C:26](=[O:27])[O:28][CH3:29])[C:23]3([CH3:24])[CH2:25]2)[CH2:2][CH2:3][CH2:4][CH2:5][CH2:6]1.[CH:52]([Cl:53])([Cl:54])[Cl:55].[Na+:63].[O-:59][C:60]([OH:61])=[O:62].[OH2:64]>>[CH:1]1([NH:7][CH:8]2[CH:9]3[C:10]4([CH3:31])[CH2:11][CH2:12][CH:13]([O:30][C:44]([CH3:43])=[O:45])[CH2:14][CH:15]4[CH2:16][CH2:17][CH:18]3[CH:19]3[CH2:20][CH2:21][CH:22]([C:26](=[O:27])[O:28][CH3:29])[C:23]3([CH3:24])[CH2:25]2)[CH2:2][CH2:3][CH2:4][CH2:5][CH2:6]1. Starting materials: CCO, O=C(O)CNc1cc(Cl)c(F)cc1[N+](=O)[O-], [Na], O, O, Cl[Sn]Cl. Product: O=C1CNc2cc(Cl)c(F)cc2N1. RXN SMILES: [CH3:23][CH2:24][OH:25].[Cl:2][c:3]1[c:4]([F:17])[cH:5][c:6]([N+:14]([O-:13])=[O:15])[c:7]([NH:9][CH2:10][C:11](=[O:12])[OH:16])[cH:8]1.[Na:1].[OH2:18].[OH2:19].[Sn:20]([Cl:21])[Cl:22]>>[Cl:2][c:3]1[c:4]([F:17])[cH:5][c:6]2[c:7]([cH:8]1)[NH:9][CH2:10][C:11](=[O:12])[NH:14]2. Starting materials: CCO, Cl, CCOC(=O)c1cc(F)c(F)c(OC(F)(F)F)c1F, [Na+], [OH-]. Product: O=C(O)c1cc(F)c(F)c(OC(F)(F)F)c1F. Reaction SMILES: [CH3:23][CH2:24][OH:25].[ClH:22].[F:3][c:4]1[c:5]([C:6](=[O:7])[O:8][CH2:9][CH3:10])[cH:11][c:12]([F:21])[c:13]([F:20])[c:14]1[O:15][C:16]([F:17])([F:18])[F:19].[Na+:2].[OH-:1]>>[F:3][c:4]1[c:5]([C:6](=[O:7])[OH:8])[cH:11][c:12]([F:21])[c:13]([F:20])[c:14]1[O:15][C:16]([F:17])([F:18])[F:19]. Reactants: BrCc1ccccc1, Oc1ccc(Br)cc1, O=C([O-])[O-], CC(C)=O, [K+], [K+]. Product: Brc1ccc(OCc2ccccc2)cc1. RXN SMILES: [Br:15][CH2:16][c:17]1[cH:18][cH:19][cH:20][cH:21][cH:22]1.[Br:1][c:2]1[cH:3][cH:4][c:5]([OH:8])[cH:6][cH:7]1.[C:9](=[O:10])([O-:11])[O-:12].[CH3:23][C:24](=[O:25])[CH3:26].[K+:13].[K+:14]>>[Br:1][c:2]1[cH:3][cH:4][c:5]([O:8][CH2:16][c:17]2[cH:18][cH:19][cH:20][cH:21][cH:22]2)[cH:6][cH:7]1. Starting materials: N([C@@H](CC(C)C)C(=O)N[C@@H](C)C(=O)NCC(=O)N[C@@H](CCC(N)=O)C(=O)N[C@H](CCCNC(N[N+](=O)[O-])=N)C(=O)OCC1=CC=CC=C1)C(=O)OC(C)(C)C (Boc-Leu-Ala-Gly-Gln-D-Arg(NO2)-OBzl), N1([C@H](C(=O)N[C@@H](CCC(N)=O)C(=O)NCC(=O)O)CCC1)C1=C([N+](=O)[O-])C=C([N+](=O)[O-])C=C1 (DNP-Pro-Gln-Gly-OH). Product: N1([C@H](C(=O)N[C@@H](CCC(N)=O)C(=O)NCC(=O)N[C@@H](CC(C)C)C(=O)N[C@@H](C)C(=O)NCC(=O)N[C@@H](CCC(N)=O)C(=O)N[C@H](CCCNC(N[N+](=O)[O-])=N)C(=O)OCC2=CC=CC=C2)CCC1)C1=C([N+](=O)[O-])C=C([N+](=O)[O-])C=C1 (DNP-Pro-Gln-Gly-Leu-Ala-Gly-Gln-D-Arg(NO2)-OBzl). RXN SMILES: [NH:1]([C:49](OC(C)(C)C)=[O:50])[C@H:2]([C:7]([NH:9][C@H:10]([C:12]([NH:14][CH2:15][C:16]([NH:18][C@H:19]([C:25]([NH:27][C@@H:28]([C:39]([O:41][CH2:42][C:43]1[CH:48]=[CH:47][CH:46]=[CH:45][CH:44]=1)=[O:40])[CH2:29][CH2:30][CH2:31][NH:32][C:33](=[NH:38])[NH:34][N+:35]([O-:37])=[O:36])=[O:26])[CH2:20][CH2:21][C:22](=[O:24])[NH2:23])=[O:17])=[O:13])[CH3:11])=[O:8])[CH2:3][CH:4]([CH3:6])[CH3:5].[N:56]1([C:77]2[CH:88]=[CH:87][C:83]([N+:84]([O-:86])=[O:85])=[CH:82][C:78]=2[N+:79]([O-:81])=[O:80])[CH2:76][CH2:75][CH2:74][C@H:57]1C(N[C@H](C(NCC(O)=O)=O)CCC(=O)N)=O>>[N:56]1([C:77]2[CH:88]=[CH:87][C:83]([N+:84]([O-:86])=[O:85])=[CH:82][C:78]=2[N+:79]([O-:81])=[O:80])[CH2:76][CH2:75][CH2:74][C@H:57]1[C:16]([NH:18][C@H:19]([C:25]([NH:27][CH2:28][C:49]([NH:1][C@H:2]([C:7]([NH:9][C@H:10]([C:12]([NH:14][CH2:15][C:16]([NH:18][C@H:19]([C:25]([NH:27][C@@H:28]([C:39]([O:41][CH2:42][C:43]1[CH:48]=[CH:47][CH:46]=[CH:45][CH:44]=1)=[O:40])[CH2:29][CH2:30][CH2:31][NH:32][C:33](=[NH:38])[NH:34][N+:35]([O-:37])=[O:36])=[O:26])[CH2:20][CH2:21][C:22](=[O:24])[NH2:23])=[O:17])=[O:13])[CH3:11])=[O:8])[CH2:3][CH:4]([CH3:6])[CH3:5])=[O:50])=[O:26])[CH2:20][CH2:21][C:22](=[O:24])[NH2:23])=[O:17]. Procedure: Boc-Leu-Ala-Gly-Gln-D-Arg(NO2)-OBzl (350 mg, 0.45 m mol) was demasked with respect to the N-masking group and coupled with DNP-Pro-Gln-Gly-OH (210 mg, 0.45 m mol) in the manner similar to that of Example 1, paragraph 7). The reactants are Cc1cnc(NC(=O)CBr)cn1, CCOCC, CCCC(C)C, CC#N, O=C(OC1CN2CCC1CC2)C1(c2cccs2)CCCCCC1. The product is [Br-], Cc1cnc(NC(=O)C[N+]23CCC(CC2)C(OC(=O)C2(c4cccs4)CCCCCC2)C3)cn1. RXN SMILES: [Br:24][CH2:25][C:26](=[O:27])[NH:28][c:29]1[n:30][cH:31][c:32]([CH3:35])[n:33][cH:34]1.[CH3:36][CH2:37][O:38][CH2:39][CH3:40].[CH3:41][CH2:42][CH2:43][CH:44]([CH3:45])[CH3:46].[CH3:47][C:48]#[N:49].[N:1]12[CH2:2][CH:3]([O:9][C:10](=[O:11])[C:12]3([c:19]4[s:20][cH:21][cH:22][cH:23]4)[CH2:13][CH2:14][CH2:15][CH2:16][CH2:17][CH2:18]3)[CH:4]([CH2:5][CH2:6]1)[CH2:7][CH2:8]2>>[Br-:24].[N+:1]12([CH2:25][C:26](=[O:27])[NH:28][c:29]3[n:30][cH:31][c:32]([CH3:35])[n:33][cH:34]3)[CH2:2][CH:3]([O:9][C:10](=[O:11])[C:12]3([c:19]4[s:20][cH:21][cH:22][cH:23]4)[CH2:13][CH2:14][CH2:15][CH2:16][CH2:17][CH2:18]3)[CH:4]([CH2:5][CH2:6]1)[CH2:7][CH2:8]2. Reactants: COC1=C(C=CC=C1)C1=NC2=CC=CC=C2C(N1)=O (2-(2′-Methoxyphenyl)-4-quinazolinone), NC1=C(C(=O)N)C=C(C=C1)Cl (2-amino-5-chlorobenzamide), COC=1C=C(C=O)C=CC1 (3-methoxybenzaldehyde). Product: COC=1C=C(C=CC1)C1=NC2=CC=C(C=C2C(N1)=O)Cl (2-(3′-Methoxyphenyl)-6-chloro-4-quinazolinone). Isolated yield 94.6%. Reaction SMILES: COC1C=CC=CC=1C1NC(=O)C2C(=CC=CC=2)N=1.[NH2:20][C:21]1[CH:29]=[CH:28][C:27]([Cl:30])=[CH:26][C:22]=1[C:23]([NH2:25])=[O:24].[CH3:31][O:32][C:33]1[CH:34]=[C:35]([CH:38]=[CH:39][CH:40]=1)[CH:36]=O>>[CH3:31][O:32][C:33]1[CH:34]=[C:35]([C:36]2[NH:25][C:23](=[O:24])[C:22]3[C:21](=[CH:29][CH:28]=[C:27]([Cl:30])[CH:26]=3)[N:20]=2)[CH:38]=[CH:39][CH:40]=1. Reported procedure: According to the preparation of 42, 2-amino-5-chlorobenzamide (31) (1.0 g, 5.9 mmol)and 3-methoxybenzaldehyde (34) (0.8 g, 5.9 mmol) were used to afford 50 (1.6 g, 94.3%) as pale yellow needles.